From a dataset of the Open Reaction Database (ORD), a public repository of structured organic reaction records. describe an organic reaction: reactants, conditions, products, and yield The reactants are C(C)NC\C=C/C1=C(C=CC(=C1)F)S(=O)(=O)NC1=CC=C2C3C(COC2=C1C(=O)OC)C3 (methyl (1aRS,7bSR)-5-[2((Z)-3-ethylaminoprop-1-enyl)-4-fluorobenzenesulfonylamino]-1,1a,2,7b-tetrahydrocyclopropa[c]chromene-4-carboxylate), NC(C)C (2-aminopropane), COC(=O)N(S(=O)(=O)C1=C(C=C(C=C1)F)\C=C/CO)C1=CC=C2C3C(COC2=C1C(=O)OC)C3 (methyl (1aRS,7bSR)-5-{N-[methoxycarbonyl]-N-[2-((Z)-3-hydroxyprop-1-enyl)-4-fluorobenzenesulfonyl]amino}-1,1a,2,7b-tetrahydrocyclopropa[c]chromene-4-carboxylate), COC(=O)N(S(=O)(=O)C1=C(C=C(C=C1)F)\C=C/CO)C1=CC=C2C3C(COC2=C1C(=O)OC)C3 (methyl (1aRS,7bSR)-5-{N-[methoxycarbonyl]-N-[2-((Z)-3-hydroxyprop-1-enyl)-4-fluorobenzenesulfonyl]amino}-1,1a,2,7b-tetrahydrocyclopropa[c]chromene-4-carboxylate). The product is CC(C)NC\C=C/C1=C(C=CC(=C1)F)S(=O)(=O)NC1=CC=C2C3C(COC2=C1C(=O)OC)C3 (Methyl (1aRS,7bSR)-5-{2[(Z)-3-(propan-2-yl)aminoprop-1-enyl]-4-fluorobenzenesulfonylamino}-1,1a,2,7b-tetrahydrocyclopropa[c]chromene-4-carboxylate). RXN SMILES: [CH2:1]([NH:3][CH2:4]/[CH:5]=[CH:6]\[C:7]1[CH:12]=[C:11]([F:13])[CH:10]=[CH:9][C:8]=1[S:14]([NH:17][C:18]1[C:27]([C:28]([O:30][CH3:31])=[O:29])=[C:26]2[C:21]([CH:22]3[CH2:32][CH:23]3[CH2:24][O:25]2)=[CH:20][CH:19]=1)(=[O:16])=[O:15])[CH3:2].[CH3:33]OC(N(C1C(C(OC)=O)=C2C(C3CC3CO2)=CC=1)S(C1C=CC(F)=CC=1/C=C\CO)(=O)=O)=O.NC(C)C>>[CH3:2][CH:1]([NH:3][CH2:4]/[CH:5]=[CH:6]\[C:7]1[CH:12]=[C:11]([F:13])[CH:10]=[CH:9][C:8]=1[S:14]([NH:17][C:18]1[C:27]([C:28]([O:30][CH3:31])=[O:29])=[C:26]2[C:21]([CH:22]3[CH2:32][CH:23]3[CH2:24][O:25]2)=[CH:20][CH:19]=1)(=[O:16])=[O:15])[CH3:33]. Procedure details: Prepared by proceeding in a similar manner to Intermediate 63, starting from methyl (1aRS,7bSR)-5-{N-[methoxycarbonyl]-N-[2-((Z)-3-hydroxyprop-1-enyl)-4-fluorobenzene-sulfonyl]amino}-1,1a,2,7b-tetrahydrocyclopropa[c]chromene-4-carboxylate (Intermediate 64) and 2-aminopropane. Reactants: C(C1=CC=CC=C1)OCC(COCC1=CC=CC=C1)CC(OC)OC (benzyl 2-benzyloxymethyl-4,4-dimethoxybutyl ether), C(C)(=O)O (acetic acid), O (water). Solvent: C1CCOC1 (THF), C1CCOC1 (THF). Yields the product C(C1=CC=CC=C1)OCC(CC=O)COCC1=CC=CC=C1 (4-benzyloxy-3-benzyloxymethylbutanal). As a reaction SMILES: [CH2:1]([O:8][CH2:9][CH:10]([CH2:20][CH:21](OC)[O:22]C)[CH2:11][O:12][CH2:13][C:14]1[CH:19]=[CH:18][CH:17]=[CH:16][CH:15]=1)[C:2]1[CH:7]=[CH:6][CH:5]=[CH:4][CH:3]=1.C(O)(=O)C.O>C1COCC1>[CH2:13]([O:12][CH2:11][CH:10]([CH2:9][O:8][CH2:1][C:2]1[CH:3]=[CH:4][CH:5]=[CH:6][CH:7]=1)[CH2:20][CH:21]=[O:22])[C:14]1[CH:15]=[CH:16][CH:17]=[CH:18][CH:19]=1. Procedure details: A mixture of benzyl 2-benzyloxymethyl-4,4-dimethoxybutyl ether (51.62 g, 0.15 mol), acetic acid (70 ml), water (30 ml), and THF (100 ml) was refluxed for 2 h and then evaporated in vacuum. The residue was dissolved in ether and the solution washed with aqueous potassium carbonate solution and water, dried (MgSO4), and evaporated in vacuum. The residue of crude 4-benzyloxy-3-benzyloxymethylbutanal (quantitative yield) was dissolved in 100 ml of THF and added during 30 min. to a suspension of lith... Reported procedure: To a stirred solution of 1-(3-methylphenyl)ethanone (1.61 g, 12.0 mmol, 1.00 equiv.) and (R)-(+)-2-methyl-2-propanesulfinamide (1.94 g, 14 mmol, 1.33 equiv.) in THF (50 mL) was added Ti(OEt)4 (3.19 g, 14 mmol, 1.17 equiv.) dropwise. The reaction mixture was stirred for 16 h at 60° C., cooled to room temperature, and quenched with a saturated aqueous NaHCO3 solution (50 mL). The layers were separated and the aqueous layer was further extracted with EtOAc (2×100 mL). The combined organics were con... Run in C1CCOC1 (THF). Starting materials: CC=1C=C(C=CC1)C(C)=O (1-(3-methylphenyl)ethanone), CC(C)(C)[S@@](=O)N ((R)-(+)-2-methyl-2-propanesulfinamide), Ti(OEt)4. The yield is 53.0%. Reaction SMILES: [CH3:1][C:2]1[CH:3]=[C:4]([C:8](=O)[CH3:9])[CH:5]=[CH:6][CH:7]=1.[CH3:11][C:12]([S@:15]([NH2:17])=[O:16])([CH3:14])[CH3:13]>C1COCC1>[CH3:11][C:12]([S@:15](/[N:17]=[C:8](/[C:4]1[CH:3]=[C:2]([CH3:1])[CH:7]=[CH:6][CH:5]=1)\[CH3:9])=[O:16])([CH3:14])[CH3:13]. Reaction conditions: temperature 60 celsius, time 16 hour. The product is CC(C)(C)[S@@](=O)/N=C(\C)/C=1C=C(C=CC1)C ((R,E)-2-methyl-N-(1-(m-tolyl)ethylidene)propane-2-sulfinamide). Reagents/catalysts: [Cl-].[Ti+4].[Cl-].[Cl-].[Cl-] (titanium chloride). Reaction SMILES: [N+:1]([C:4]1[CH:9]=[CH:8][C:7]([C:10]2[N:11]=[C:12]([C:15]3[CH:16]=[C:17]([C:21]([O:23][CH3:24])=[S:22])[S:18][C:19]=3[CH3:20])[S:13][CH:14]=2)=[CH:6][CH:5]=1)([O-])=O.[OH-].[Na+]>O1CCCC1.[Cl-].[Ti+4].[Cl-].[Cl-].[Cl-]>[NH2:1][C:4]1[CH:9]=[CH:8][C:7]([C:10]2[N:11]=[C:12]([C:15]3[CH:16]=[C:17]([C:21]([O:23][CH3:24])=[S:22])[S:18][C:19]=3[CH3:20])[S:13][CH:14]=2)=[CH:6][CH:5]=1 |f:1.2,4.5.6.7.8|. Reactants: [N+](=O)([O-])C1=CC=C(C=C1)C=1N=C(SC1)C=1C=C(SC1C)C(=S)OC (Methyl 4-(4-(4-nitrophenyl)(1,3-thiazol-2-yl))-5-methylthiothiophene-2-carboxylate), [OH-].[Na+] (sodium hydroxide). Product: NC1=CC=C(C=C1)C=1N=C(SC1)C=1C=C(SC1C)C(=S)OC (methyl 4-(4-(4-aminophenyl)(1,3-thiazol-2-yl))-5-methylthiothiophene-2-carboxylate). The solvent is O1CCCC1 (tetrahydrofuran). Procedure: Methyl 4-(4-(4-nitrophenyl)(1,3-thiazol-2-yl))-5-methylthiothiophene-2-carboxylate (800 mg, 2 mmol) was dissolved in 150 mL tetrahydrofuran and treated with 20% titanium chloride solution (Fisher Scientific, Pittsburgh, Pa., USA) for 1 h. The mixture was poured into 2 M sodium hydroxide solution (100 mL), extracted with dichloromethane (4×50 mL). The combined organic layers were washed with saturated brine solution and dried over anhydrous sodium sulfate. The solid was filtered off, and the solv... The yield is 72.2%. Isolated yield 25.0%. RXN SMILES: [C:1]1([C:7]2[NH:8][CH:9]=[CH:10][N:11]=2)[CH:6]=[CH:5][CH:4]=[CH:3][CH:2]=1.Br[C:13]1[CH:18]=[CH:17][C:16]([O:19][CH3:20])=[CH:15][CH:14]=1.C(=O)([O-])[O-].[K+].[K+]>CN(C)C(=O)C>[CH3:20][O:19][C:16]1[CH:17]=[CH:18][C:13]([N:11]2[CH2:10][CH2:9][N:8]=[C:7]2[C:1]2[CH:2]=[CH:3][CH:4]=[CH:5][CH:6]=2)=[CH:14][CH:15]=1 |f:2.3.4|. Run in CN(C(C)=O)C (N,N-dimethylacetamide). Reactants: 28.8, C1(=CC=CC=C1)C=1NC=CN1 (2-phenyl-1H-imidazole), BrC1=CC=C(C=C1)OC (1-bromo-4-methoxybenzene), C([O-])([O-])=O.[K+].[K+] (potassium carbonate). The product is 10, COC1=CC=C(C=C1)N1C(=NCC1)C1=CC=CC=C1 (1-(4-methoxyphenyl)-2-phenyl-4H-imidazole). Reported procedure: A mixture of 28.8 parts of 2-phenyl-1H-imidazole, 37.4 parts of 1-bromo-4-methoxybenzene, 20 of potassium carbonate and 180 parts of N,N-dimethylacetamide is stirred for one week at reflux temperature. The reaction mixture is cooled, poured onto water and the product is extracted twice with 2,2'-oxybispropane. The combined extracts are dried, filtered and evaporated, yielding 10 parts (25%) of 1-(4-methoxyphenyl)-2-phenyl-4H-imidazole as a residue. Run at temperature 50 celsius. Reaction SMILES: [CH2:1]=[CH:2][C:3]1[CH:8]=[CH:7][CH:6]=[CH:5][CH:4]=1.[CH2:9]([O:11][SiH:12]([O:16][CH2:17][CH3:18])[O:13][CH2:14][CH3:15])[CH3:10].C([Si](C=C)(C)O[Si](C)(C)C)=C>C1(C)C=CC=CC=1.C(O)(=O)C>[CH2:1]([Si:12]([O:16][CH2:17][CH3:18])([O:13][CH2:14][CH3:15])[O:11][CH2:9][CH3:10])[CH2:2][C:3]1[CH:8]=[CH:7][CH:6]=[CH:5][CH:4]=1. The product is C(CC1=CC=CC=C1)[Si](OCC)(OCC)OCC (phenethyltriethoxysilane). Procedure: 208 mg Of styrene, 328 mg of triethoxysilane, and 52 mg of toluene were placed in a glass reaction tube and 0.004 ml of acetic acid was added. Then, 0.002 ml of a toluene solution of a 0-valent platinum complex of divinyltetramethyldisiloxane (platinum content: 0.4 Wt. %) was added to this mixture. The reaction tube was sealed with Teflon tape and heated for 1 hour in an oil bath at 50° C. When the tube contents were analyzed by GC-MS following cooling, the conversion rate of styrene was 89.4% a... Solvent: C(C)(=O)O (acetic acid), C1(=CC=CC=C1)C (toluene), C1(=CC=CC=C1)C (toluene). Starting materials: C=CC1=CC=CC=C1 (styrene), C(C)O[SiH](OCC)OCC (triethoxysilane), Teflon, C=CC1=CC=CC=C1 (styrene), C(=C)[Si](O[Si](C)(C)C)(C)C=C (divinyltetramethyldisiloxane). Isolated yield 84.7%. Reactants: BrC1=CC(=C(C#N)C=C1)F (4-bromo-2-fluorobenzonitrile), C([O-])([O-])=O.[Cs+].[Cs+] (caesium carbonate), CC1(C2=CC=CC(=C2OC=2C(=CC=CC12)P(C1=CC=CC=C1)C1=CC=CC=C1)P(C1=CC=CC=C1)C1=CC=CC=C1)C ((9,9-dimethyl-9H-xanthene-4,5-diyl)bis(diphenylphosphane)), C(C1=CC=CC=C1)OC=1C=C(C=NC1)C1=CC=CC=2NC3=CC=CC=C3C12 (4-[5-(benzyloxy)pyridin-3-yl]-9H-carbazole). The reagents and catalysts are C(C)(=O)[O-].[Pd+2].C(C)(=O)[O-] (palladium acetate). The solvent is O1CCOCC1 (dioxane). The product is C(C1=CC=CC=C1)OC=1C=C(C=NC1)C1=CC=CC=2N(C3=CC=CC=C3C12)C1=CC(=C(C#N)C=C1)F (4-{4-[5-(benzyloxy)pyridin-3-yl]-9H-carbazol-9-yl}-2-fluorobenzonitrile). Isolated yield 64.6%. RXN SMILES: Br[C:2]1[CH:9]=[CH:8][C:5]([C:6]#[N:7])=[C:4]([F:10])[CH:3]=1.C(=O)([O-])[O-].[Cs+].[Cs+].CC1(C)C2C=CC=C(P(C3C=CC=CC=3)C3C=CC=CC=3)C=2OC2C1=CC=CC=2P(C1C=CC=CC=1)C1C=CC=CC=1.[CH2:59]([O:66][C:67]1[CH:68]=[C:69]([C:73]2[C:85]3[C:84]4[C:79](=[CH:80][CH:81]=[CH:82][CH:83]=4)[NH:78][C:77]=3[CH:76]=[CH:75][CH:74]=2)[CH:70]=[N:71][CH:72]=1)[C:60]1[CH:65]=[CH:64][CH:63]=[CH:62][CH:61]=1>O1CCOCC1.C([O-])(=O)C.[Pd+2].C([O-])(=O)C>[CH2:59]([O:66][C:67]1[CH:68]=[C:69]([C:73]2[C:85]3[C:84]4[C:79](=[CH:80][CH:81]=[CH:82][CH:83]=4)[N:78]([C:2]4[CH:9]=[CH:8][C:5]([C:6]#[N:7])=[C:4]([F:10])[CH:3]=4)[C:77]=3[CH:76]=[CH:75][CH:74]=2)[CH:70]=[N:71][CH:72]=1)[C:60]1[CH:65]=[CH:64][CH:63]=[CH:62][CH:61]=1 |f:1.2.3,7.8.9|. Procedure: 1.08 g of 4-bromo-2-fluorobenzonitrile, 4.48 g of caesium carbonate, 0.25 g of (9,9-dimethyl-9H-xanthene-4,5-diyl)bis(diphenylphosphane) and 0.08 g of palladium acetate are successively added, under argon, to a solution of 1.27 g of 4-[5-(benzyloxy)pyridin-3-yl]-9H-carbazole in 100 ml of dioxane. The reaction mixture is refluxed for 2 and a half hours, cooled to ambient temperature, filtered through celite and concentrated under reduced pressure. The residue is purified by silica gel chromatogra... Starting materials: C(C)(C)(C)OC(NC(C(N(C)OC)=O)C1=CC(=C(C=C1)C)Cl)=O (rac-[(3-chloro-4-methyl-phenyl)-(methoxy-methyl-carbamoyl)-methyl]-carbamic acid tert-butyl ester), C(C)(C)(C)OC(NC(C(N(C)OC)=O)C1=CC(=C(C=C1)C)Cl)=O (rac-[(3-chloro-4-methyl-phenyl)-(methoxy-methyl-carbamoyl)-methyl]-carbamic acid tert-butyl ester), IC1=CC=C(C=C1)I (1,4-di-iodobenzene). Yields the product C(C)(C)(C)OC(NC(C(=O)C1=CC=C(C=C1)I)C1=CC(=C(C=C1)C)Cl)=O (rac-[1-(3-Chloro-4-methyl-phenyl)-2-(4-iodo-phenyl)-2-oxo-ethyl]-carbamic acid tert-butyl ester). Reaction SMILES: [C:1]([O:5][C:6](=[O:23])[NH:7][CH:8]([C:15]1[CH:20]=[CH:19][C:18]([CH3:21])=[C:17]([Cl:22])[CH:16]=1)[C:9](=[O:14])N(OC)C)([CH3:4])([CH3:3])[CH3:2].[I:24][C:25]1[CH:30]=[CH:29][C:28](I)=[CH:27][CH:26]=1>>[C:1]([O:5][C:6](=[O:23])[NH:7][CH:8]([C:15]1[CH:20]=[CH:19][C:18]([CH3:21])=[C:17]([Cl:22])[CH:16]=1)[C:9]([C:28]1[CH:29]=[CH:30][C:25]([I:24])=[CH:26][CH:27]=1)=[O:14])([CH3:2])([CH3:3])[CH3:4]. Procedure details: The title compound was prepared from rac-[(3-chloro-4-methyl-phenyl)-(methoxy-methyl-carbamoyl)-methyl]-carbamic acid tert-butyl ester (Intermediate 4) and 1,4-di-iodobenzene in analogy to Example 1a): MS (ISN): 484.2 (M−H)−. Starting materials: polyphosphoric acid, C(CCCCCCCCCCC)O (dodecyl alcohol), P(O)(O)(O)=O (phosphoric acid), polyphosphoric acid. Run in CCCCCC (n-hexane). Yields the product P(=O)(OCCCCCCCCCCCC)([O-])[O-] (monododecyl phosphate), P(=O)(OCCCCCCCCCCCC)(OCCCCCCCCCCCC)[O-] (didodecyl phosphate), P(O)(O)(O)=O (orthophosphoric acid). Yield: 99.0%. Reaction SMILES: [P:1](=[O:5])([OH:4])([OH:3])[OH:2].[CH2:6]([OH:18])[CH2:7][CH2:8][CH2:9][CH2:10][CH2:11][CH2:12][CH2:13][CH2:14][CH2:15][CH2:16][CH3:17]>CCCCCC>[P:1]([O-:4])([O-:3])([O:2][CH2:17][CH2:16][CH2:15][CH2:14][CH2:13][CH2:12][CH2:11][CH2:10][CH2:9][CH2:8][CH2:7][CH3:6])=[O:5].[P:1]([O-:3])([O:2][CH2:17][CH2:16][CH2:15][CH2:14][CH2:13][CH2:12][CH2:11][CH2:10][CH2:9][CH2:8][CH2:7][CH3:6])([O:18][CH2:6][CH2:7][CH2:8][CH2:9][CH2:10][CH2:11][CH2:12][CH2:13][CH2:14][CH2:15][CH2:16][CH3:17])=[O:5].[P:1](=[O:2])([OH:5])([OH:4])[OH:3]. Procedure details: Further, the thus recovered 1110 g of phosphoric acid (lower layer (1)+lower layer (2)) contained 5.13 mol (503 g) of orthophosphoric acid and 0.01 mol (2.7 g) of monododecyl phosphate. 183 g (1.4 mol) of 75% phosphoric acid at the foods additive grade were supplemented to the recovered phosphoric acid and concentrated in the same manner as described above to obtain 606 g of 105.1% polyphosphoric acid (6.5 mol converted as orthophosphoric acid). The hue of the polyphosphoric acid showed no chang... Starting materials: OC1=CC=C(C=C1)CCC(=O)N[C@@H]1CC[C@H](CC1)C1=CC=CC=C1 (trans-3-(4-hydroxyphenyl)-N-(4-phenylcyclohexyl)propionamide), CC(C)C[AlH]CC(C)C (DIBAL-H), CC(C)C[AlH]CC(C)C (DIBAL-H), solution. Solvent: C1(=CC=CC=C1)C (toluene), C1(=CC=CC=C1)C (toluene), C1(=CC=CC=C1)C (toluene). Reaction conditions: time 1.5 hour. Product: [NH4+].[OH-] (NH4OH), C1(=CC=CC=C1)[C@@H]1CC[C@H](CC1)NCCCC1=CC=C(C=C1)O (trans4-[3-(4-Phenylcyclohexylamino)propyl]phenol). The yield is 35.5%. RXN SMILES: [OH:1][C:2]1[CH:7]=[CH:6][C:5]([CH2:8][CH2:9][C:10]([NH:12][C@H:13]2[CH2:18][CH2:17][C@H:16]([C:19]3[CH:24]=[CH:23][CH:22]=[CH:21][CH:20]=3)[CH2:15][CH2:14]2)=O)=[CH:4][CH:3]=1.CC(C[AlH]CC(C)C)C>C1(C)C=CC=CC=1>[NH4+:12].[OH-:1].[C:19]1([C@H:16]2[CH2:15][CH2:14][C@H:13]([NH:12][CH2:10][CH2:9][CH2:8][C:5]3[CH:4]=[CH:3][C:2]([OH:1])=[CH:7][CH:6]=3)[CH2:18][CH2:17]2)[CH:24]=[CH:23][CH:22]=[CH:21][CH:20]=1 |f:3.4|. Procedure: To a suspension of trans-3-(4-hydroxyphenyl)-N-(4-phenylcyclohexyl)propionamide (0.65 g, 2.0 mmol) in toluene (5 mL), under a nitrogen atmosphere, was added DIBAL-H (12.0 mL of a 1 M in toluene, 12 mmol) with stirring. The reaction mixture was heated under reflux overnight. Additional DIBAL-H (12 mL of a 1.0 M solution in toluene, 12 mmol) was added, and heating was continued for a further 1.5 hours. The reaction mixture was cooled to room temperature and quenched by the slow addition of MeOH (5...